Dataset: the Open Reaction Database (ORD), a public repository of structured organic reaction records. Task: describe an organic reaction: reactants, conditions, products, and yield Starting materials: OC=1CS[C@H]2N(C1C(=O)OC)C(C2N2C(C=1C(C2=O)=CC=CC1)=O)=O (methyl 3-hydroxy-7-phthalimido-3-cephem-4-carboxylate), [N+](=[N-])=C (diazomethane). Solvent: CCOCC (ether), O1CCOCC1 (dioxane). Reaction conditions: time 1 hour. Product: COC=1CS[C@H]2N(C1C(=O)OC)C(C2N2C(C=1C(C2=O)=CC=CC1)=O)=O (methyl 3-methoxy-7-phthalimido-3-cephem-4-carboxylate). RXN SMILES: [OH:1][C:2]1[CH2:3][S:4][C@@H:5]2[CH:13]([N:14]3[C:18](=[O:19])[C:17]4=[CH:20][CH:21]=[CH:22][CH:23]=[C:16]4[C:15]3=[O:24])[C:12](=[O:25])[N:6]2[C:7]=1[C:8]([O:10][CH3:11])=[O:9].[N+](=[CH2:28])=[N-]>O1CCOCC1.CCOCC>[CH3:28][O:1][C:2]1[CH2:3][S:4][C@@H:5]2[CH:13]([N:14]3[C:18](=[O:19])[C:17]4=[CH:20][CH:21]=[CH:22][CH:23]=[C:16]4[C:15]3=[O:24])[C:12](=[O:25])[N:6]2[C:7]=1[C:8]([O:10][CH3:11])=[O:9]. Reported procedure: Methyl 3-oxo-7-phthalimidocephem-4-carboxylate (b) thus prepared by above methods is dissolved in dioxane, mixed with a solution of diazomethane in ether, and stirred for 1 hour at room temperature. The reaction mixture is evaporated under reduced pressure to give methyl 3-methoxy-7-phthalimido-3-cephem-4-carboxylate in nearly quantitative yield. Recrystallization from a mixture of acetone and ether gives pure crystals, m.p. 225°-227° C. The reactants are C(C1=CC=CC=C1)(=O)O[C@H]1[C@H](OC)O[C@@H]([C@H]([C@@H]1OCC1=CC=CC=C1)OCC1=CC=CC=C1)COCC1=CC=C(C=C1)Cl (Methyl 2-O-benzoyl-3,4-di-O-benzyl-6-O-(4-chlorobenzyl)-β-D-glucopyranoside), [O-]P(=O)([O-])[O-].[K+].[K+].[K+] (K3PO4), Cl[Sn](Cl)(Cl)Cl (SnCl4), N1CCOCC1 (morpholine), 1-(N,N-dimethylamino)-1′-(dicyclohexylphosphino) biphenyl. Reagents/catalysts: CC(=O)[O-].CC(=O)[O-].[Pd+2] (Pd(OAc)2). Yields the product C(C1=CC=CC=C1)(=O)O[C@H]1[C@H](OC)O[C@@H]([C@H]([C@@H]1OCC1=CC=CC=C1)OCC1=CC=CC=C1)CO (Methyl 2-O-benzoyl-3,4-di-O-benzyl-β-D-glucopyranoside). The yield is 78.6%. Reaction SMILES: [C:1]([O:9][C@@H:10]1[C@@H:17]([O:18][CH2:19][C:20]2[CH:25]=[CH:24][CH:23]=[CH:22][CH:21]=2)[C@H:16]([O:26][CH2:27][C:28]2[CH:33]=[CH:32][CH:31]=[CH:30][CH:29]=2)[C@@H:15]([CH2:34][O:35]CC2C=CC(Cl)=CC=2)[O:14][C@H:11]1[O:12][CH3:13])(=[O:8])[C:2]1[CH:7]=[CH:6][CH:5]=[CH:4][CH:3]=1.N1CCOCC1.[O-]P([O-])([O-])=O.[K+].[K+].[K+].Cl[Sn](Cl)(Cl)Cl>CC([O-])=O.CC([O-])=O.[Pd+2]>[C:1]([O:9][C@@H:10]1[C@@H:17]([O:18][CH2:19][C:20]2[CH:21]=[CH:22][CH:23]=[CH:24][CH:25]=2)[C@H:16]([O:26][CH2:27][C:28]2[CH:29]=[CH:30][CH:31]=[CH:32][CH:33]=2)[C@@H:15]([CH2:34][OH:35])[O:14][C@H:11]1[O:12][CH3:13])(=[O:8])[C:2]1[CH:7]=[CH:6][CH:5]=[CH:4][CH:3]=1 |f:2.3.4.5,7.8.9|. Procedure details: The general procedure C using 21 (70.3 mg, 0.117 mmol), morpholine (12.2 μL, 0.140 mmol), Pd(OAc)2 (1.0 mg, 0.0046 mmol), 1-(N,N-dimethylamino)-1′-(dicyclohexylphosphino) biphenyl (1.8 mg, 0.0046 mmol) and K3PO4 (34.8 mg, 0.164 mmol) for 12 h at 100° C. afforded a yellow oil. Cleavage of the aminated intermediate with SnCl4 (140 μL 1.0 M in CH2Cl2, 0.140 mmol) using general procedure D gave 44.0 mg (79%) of 27 as a colorless oil after purification by flash column chromatography on silica gel (50... The reactants are ClCCl, O=C(O)C(F)(F)F, CC(C)(O)CC1(c2ccccc2)CCN(C2CCCN(C(=O)OC(C)(C)C)C2)C(=O)O1. The product is CC(C)(O)CC1(c2ccccc2)CCN(C2CCCNC2)C(=O)O1. Reaction SMILES: [Cl:39][CH2:40][Cl:41].[F:32][C:33]([F:34])([F:35])[C:36]([OH:37])=[O:38].[OH:1][C:2]([CH2:3][C:4]1([c:24]2[cH:25][cH:26][cH:27][cH:28][cH:29]2)[CH2:5][CH2:6][N:7]([CH:11]2[CH2:12][N:13]([C:17]([O:18][C:19]([CH3:20])([CH3:21])[CH3:22])=[O:23])[CH2:14][CH2:15][CH2:16]2)[C:8](=[O:10])[O:9]1)([CH3:30])[CH3:31]>>[OH:1][C:2]([CH2:3][C:4]1([c:24]2[cH:25][cH:26][cH:27][cH:28][cH:29]2)[CH2:5][CH2:6][N:7]([CH:11]2[CH2:12][NH:13][CH2:14][CH2:15][CH2:16]2)[C:8](=[O:10])[O:9]1)([CH3:30])[CH3:31]. The reactants are OC1CCNCC1, O=C(O)c1cc2nc(-c3cccc4[nH]ncc34)nc(N3CCOCC3)c2s1. The product is O=C(c1cc2nc(-c3cccc4[nH]ncc34)nc(N3CCOCC3)c2s1)N1CCC(O)CC1. As a reaction SMILES: [NH:28]1[CH2:29][CH2:30][CH:31]([OH:34])[CH2:32][CH2:33]1.[nH:1]1[n:2][cH:3][c:4]2[c:5](-[c:10]3[n:11][c:12]([N:22]4[CH2:23][CH2:24][O:25][CH2:26][CH2:27]4)[c:13]4[c:14]([n:15]3)[cH:16][c:17]([C:19](=[O:20])[OH:21])[s:18]4)[cH:6][cH:7][cH:8][c:9]12>>[nH:1]1[n:2][cH:3][c:4]2[c:5](-[c:10]3[n:11][c:12]([N:22]4[CH2:23][CH2:24][O:25][CH2:26][CH2:27]4)[c:13]4[c:14]([n:15]3)[cH:16][c:17]([C:19](=[O:20])[N:28]3[CH2:29][CH2:30][CH:31]([OH:34])[CH2:32][CH2:33]3)[s:18]4)[cH:6][cH:7][cH:8][c:9]12.